This data is from the Open Reaction Database (ORD), a public repository of structured organic reaction records. The task is: describe an organic reaction: reactants, conditions, products, and yield Reactants: BrC1=CC2=C(N1C1CC1)C(N(C2=O)C2=CN(C(C(=C2)Cl)=O)C)C2=CC=C(C=C2)Cl (2-bromo-5-(5-chloro-1-methyl-6-oxo-1,6-dihydropyridin-3-yl)-6-(4-chlorophenyl)-1-cyclopropyl-5,6-dihydropyrrolo[3,4-b]pyrrol-4(1H)-one), COC1=NC=C(C=N1)B(O)O ((2-methoxypyrimidin-5-yl)boronic acid), C(Cl)Cl.CO.N (CH2Cl2 MeOH NH3). RXN SMILES: Br[C:2]1[N:6]([CH:7]2[CH2:9][CH2:8]2)[C:5]2[CH:10]([C:23]3[CH:28]=[CH:27][C:26]([Cl:29])=[CH:25][CH:24]=3)[N:11]([C:14]3[CH:19]=[C:18]([Cl:20])[C:17](=[O:21])[N:16]([CH3:22])[CH:15]=3)[C:12](=[O:13])[C:4]=2[CH:3]=1.[CH3:30][O:31][C:32]1[N:37]=[CH:36][C:35](B(O)O)=[CH:34][N:33]=1.C(Cl)Cl.CO.N>>[Cl:20][C:18]1[C:17](=[O:21])[N:16]([CH3:22])[CH:15]=[C:14]([N:11]2[C:12](=[O:13])[C:4]3[CH:3]=[C:2]([C:35]4[CH:34]=[N:33][C:32]([O:31][CH3:30])=[N:37][CH:36]=4)[N:6]([CH:7]4[CH2:9][CH2:8]4)[C:5]=3[CH:10]2[C:23]2[CH:28]=[CH:27][C:26]([Cl:29])=[CH:25][CH:24]=2)[CH:19]=1 |f:2.3.4|. Yields the product ClC1=CC(=CN(C1=O)C)N1C(C=2N(C(=CC2C1=O)C=1C=NC(=NC1)OC)C1CC1)C1=CC=C(C=C1)Cl (5-(5-Chloro-1-methyl-6-oxo-1,6-dihydropyridin-3-yl)-6-(4-chlorophenyl)-1-cyclopropyl-2-(2-methoxypyrimidin-5-yl)-5,6-dihydropyrrolo[3,4-b]pyrrol-4(1H)-one). Procedure details: The title compound was prepared in analogy to the procedure described in Example 240 but using 2-bromo-5-(5-chloro-1-methyl-6-oxo-1,6-dihydropyridin-3-yl)-6-(4-chlorophenyl)-1-cyclopropyl-5,6-dihydropyrrolo[3,4-b]pyrrol-4(1H)-one (Step 243.1) and (2-methoxypyrimidin-5-yl)boronic acid. tR: 0.97 min (LC-MS 6); ESI-MS: 522.1 [M+H]+ (LC-MS 6); TLC (CH2Cl2/MeOH/NH3 94:5:1): Rf=0.38; 1H NMR (400 MHz, DMSO-d6) δ ppm 0.18-0.40 (m, 1 H) 0.60-0.85 (m, 2 H) 1.09-1.19 (m, 1 H) 3.10-3.20 (m, 1 H) 3.42 (s, 3 ... Reactants: C(#N)C1=CC(=C(C=O)C=C1)F (4-cyano-2-fluorobenzaldehyde), CNN (methyl hydrazine). Yields the product C(#N)C1=CC=C2C=NN(C2=C1)C (6-Cyano-1-methylindazole). As a reaction SMILES: [C:1]([C:3]1[CH:10]=[CH:9][C:6]([CH:7]=O)=[C:5](F)[CH:4]=1)#[N:2].[CH3:12][NH:13][NH2:14]>>[C:1]([C:3]1[CH:4]=[C:5]2[C:6]([CH:7]=[N:14][N:13]2[CH3:12])=[CH:9][CH:10]=1)#[N:2]. Reported procedure: The title compound was prepared according to the method described in Example 8, Step A, 4-cyano-2-fluorobenzaldehyde and methyl hydrazine as starting materials: 1H NMR (CDCl3) δ 8.07 (s, 1H), 7.83 (d, J=8.2 Hz, 1H), 7.79 (s, 1H), 7.37 (d, J=8.3 Hz, 1H), 4.14 (s, 3H). Reactants: FC1=C2C=CC=NC2=C(C(=C1)C(=O)O)O (5-fluoro-8-hydroxyquinoline-7-carboxylic acid), ClC1=CC=C(CN)C=C1 (4-chlorobenzylamine), Cl.CN(CCCN=C=NCC)C (1-(3-dimethylaminopropyl)-3-ethylcarbodiimide hydrochloride), O.ON1N=NC2=C1C=CC=C2 (1-hydroxybenzotriazole monohydrate), ice water. Solvent: CN(C)C=O (DMF). Reaction conditions: time 8 hour. Yields the product FC1=C2C=CC=NC2=C(C(=C1)C(=O)NCC1=CC=C(C=C1)Cl)O (5-Fluoro-N-[[4-chlorophenyl]methyl]-8-hydroxy-7-quinolinecarboxamide). Isolated yield 41.7%. Reaction SMILES: [F:1][C:2]1[CH:11]=[C:10]([C:12]([OH:14])=O)[C:9]([OH:15])=[C:8]2[C:3]=1[CH:4]=[CH:5][CH:6]=[N:7]2.[Cl:16][C:17]1[CH:24]=[CH:23][C:20]([CH2:21][NH2:22])=[CH:19][CH:18]=1.Cl.CN(C)CCCN=C=NCC.O.ON1C2C=CC=CC=2N=N1>CN(C=O)C>[F:1][C:2]1[CH:11]=[C:10]([C:12]([NH:22][CH2:21][C:20]2[CH:23]=[CH:24][C:17]([Cl:16])=[CH:18][CH:19]=2)=[O:14])[C:9]([OH:15])=[C:8]2[C:3]=1[CH:4]=[CH:5][CH:6]=[N:7]2 |f:2.3,4.5|. Procedure details: To a solution of 5-fluoro-8-hydroxyquinoline-7-carboxylic acid (0.311 g) of reparation 4 and 4-chlorobenzylamine (0.219 g) in 20 mL DMF is added 1-(3-dimethylaminopropyl)-3-ethylcarbodiimide hydrochloride (0.305 g) and 1-hydroxybenzotriazole monohydrate (0.217 g). The mixture is stirred overnight. The solution is then poured into 30 mL ice-water. The resulting solid is collected and dried. The crude product is recrystallized from EtOAc/hexanes to yield 0.207 g of the title product as an off-whit...